Task: describe an organic reaction: reactants, conditions, products, and yield. Dataset: the Open Reaction Database (ORD), a public repository of structured organic reaction records Reactants: C([O-])([O-])=O.[Na+].[Na+] (sodium carbonate), ClC=1C=C2C(=CNC2=CC1)CCNC(C1=CC(=CC=C1)I)=O (N-(2-(5-chloro-1H-indol-3-yl)ethyl)-3-iodobenzamide), FC=1C=C(C=CC1)B(O)O (3-fluorophenylboronic acid). The reagents and catalysts are C=1C=CC(=CC1)[P](C=2C=CC=CC2)(C=3C=CC=CC3)[Pd]([P](C=4C=CC=CC4)(C=5C=CC=CC5)C=6C=CC=CC6)([P](C=7C=CC=CC7)(C=8C=CC=CC8)C=9C=CC=CC9)[P](C=1C=CC=CC1)(C=1C=CC=CC1)C=1C=CC=CC1 (tetrakis(triphenylphosphine)palladium). The solvent is C(OC)COC (dimethoxyethane), O (water). The product is eluent, ClC=1C=C2C(=CNC2=CC1)CCNC(=O)C=1C=C(C=CC1)C1=CC(=CC=C1)F (N-(2-(5-chloro-1H-indol-3-yl)ethyl)-3′-fluorobiphenyl-3-carboxamide). Yield: 63.6%. Reaction SMILES: [Cl:1][C:2]1[CH:3]=[C:4]2[C:8](=[CH:9][CH:10]=1)[NH:7][CH:6]=[C:5]2[CH2:11][CH2:12][NH:13][C:14](=[O:22])[C:15]1[CH:20]=[CH:19][CH:18]=[C:17](I)[CH:16]=1.[F:23][C:24]1[CH:25]=[C:26](B(O)O)[CH:27]=[CH:28][CH:29]=1.C(=O)([O-])[O-].[Na+].[Na+]>C(COC)OC.O.C1C=CC([P]([Pd]([P](C2C=CC=CC=2)(C2C=CC=CC=2)C2C=CC=CC=2)([P](C2C=CC=CC=2)(C2C=CC=CC=2)C2C=CC=CC=2)[P](C2C=CC=CC=2)(C2C=CC=CC=2)C2C=CC=CC=2)(C2C=CC=CC=2)C2C=CC=CC=2)=CC=1>[Cl:1][C:2]1[CH:3]=[C:4]2[C:8](=[CH:9][CH:10]=1)[NH:7][CH:6]=[C:5]2[CH2:11][CH2:12][NH:13][C:14]([C:15]1[CH:16]=[C:17]([C:28]2[CH:27]=[CH:26][CH:25]=[C:24]([F:23])[CH:29]=2)[CH:18]=[CH:19][CH:20]=1)=[O:22] |f:2.3.4,^1:49,51,70,89|. Procedure: N-(2-(5-chloro-1H-indol-3-yl)ethyl)-3′-fluorobiphenyl-3-carboxamide was prepared according to method B with N-(2-(5-chloro-1H-indol-3-yl)ethyl)-3-iodobenzamide (0.075 g; 0.176 mmol), 3-fluorophenylboronic acid (0.026 g; 0.180 mmol), tetrakis(triphenylphosphine)palladium (0.010 g; 0.009 mmol), sodium carbonate (0.037 g; 0.353 mmol), in dimethoxyethane (3 mL) and water (1 mL), irradiated in a microwave oven at 130° C. for 15 minutes. Flash chromatography on silica gel (eluent 2 to 20% ethyl acetat...